Dataset: the Open Reaction Database (ORD), a public repository of structured organic reaction records. Task: describe an organic reaction: reactants, conditions, products, and yield The reactants are C1(=CC=CC=C1)O (phenol), OC1=CC=C(C(=O)O)C=C1 (4-hydroxybenzoic acid), F (hydrogen fluoride). Run in O (water). Yields the product C(C)(=O)OC1=CC=C(C(=O)C2=CC=C(C=C2)OC(C)=O)C=C1 (4,4'-diacetoxybenzophenone). Yield: 151.5%. Reaction SMILES: [C:1]1([OH:7])[CH:6]=[CH:5][CH:4]=[CH:3][CH:2]=1.[OH:8][C:9]1[CH:17]=[CH:16][C:12]([C:13]([OH:15])=O)=[CH:11][CH:10]=1.F>O>[C:9]([O:7][C:1]1[CH:6]=[CH:5][C:4]([C:13]([C:12]2[CH:11]=[CH:10][C:9]([O:8][C:13](=[O:15])[CH3:12])=[CH:17][CH:16]=2)=[O:15])=[CH:3][CH:2]=1)(=[O:8])[CH3:10]. Procedure details: 45.5 g (0.52 mole) of phenol, 69.0 g (0.50 mole) of 4-hydroxybenzoic acid, and 500 mL of hydrogen fluoride were heated together for 6 hr under autogenous pressure in an autoclave. Then the contents were mixed in excess water to precipitate a pink solid. Yield was 99 g (92.5%). The crude product was acetylated directly, without purification, by refluxing 2 hr in 3 times its volume of acetic anhydride and about 8 drops of sulfuric acid. Precipitation in excess water yielded 113 g of 4,4'-diacetoxy... Reactants: ice water, OCCN1CCOCC1 (4-(2-hydroxyethyl)morpholine), [H-].[Na+] (sodium hydride), FC1=CC=C(C=O)C=C1 (4-fluorobenzaldehyde). Solvent: CN(C=O)C (dimethylformamide), CN(C=O)C (dimethylformamide). Conditions: time 30 minute. Product: O1CCN(CC1)CCOC1=C(C=O)C=CC=C1 (2-(morpholinoethoxy)benzaldehyde). Isolated yield 79.2%. As a reaction SMILES: [OH:1][CH2:2][CH2:3][N:4]1[CH2:9][CH2:8][O:7][CH2:6][CH2:5]1.[H-].[Na+].F[C:13]1[CH:20]=[CH:19][C:16]([CH:17]=[O:18])=[CH:15][CH:14]=1>CN(C)C=O>[O:7]1[CH2:8][CH2:9][N:4]([CH2:3][CH2:2][O:1][C:15]2[CH:14]=[CH:13][CH:20]=[CH:19][C:16]=2[CH:17]=[O:18])[CH2:5][CH2:6]1 |f:1.2|. Procedure: To dried dimethylformamide (20 ml) solution in which 4-(2-hydroxyethyl)morpholine (1 g, 7.62 mmol) was dissolved, sodium hydride (201.2 mg, 8.38 mmol) was slowly added under nitrogen at room temperature. The mixture was stirred for 30 minutes at room temperature, and 4-fluorobenzaldehyde (1.1 g, 8.86 mmol) in dried dimethylformamide (5 ml) was added over 10 minutes. The reaction mixture was stirred at room temperature for 18 hours until the initial reaction product disappeared. Subsequently, 20 ... The reactants are ClCC1=NC=C(N=C1OC)OC (2-chloromethyl-3,5-dimethoxy-pyrazine), FC1=NC(=CC=C1)C=1NC=CN1 (2-fluoro-6-(1H-imidazol-2-yl)-pyridine), C(=O)([O-])[O-].[K+].[K+] (K2CO3). The solvent is CN(C)C=O (DMF). Reaction conditions: temperature 45 celsius, time 16 hour. Yields the product FC1=CC=CC(=N1)C=1N(C=CN1)CC1=NC=C(N=C1OC)OC (2-[2-(6-fluoro-pyridin-2-yl)-imidazol-1-ylmethyl]-3,5-dimethoxy-pyrazine). The yield is 65.0%. RXN SMILES: Cl[CH2:2][C:3]1[C:8]([O:9][CH3:10])=[N:7][C:6]([O:11][CH3:12])=[CH:5][N:4]=1.[F:13][C:14]1[CH:19]=[CH:18][CH:17]=[C:16]([C:20]2[NH:21][CH:22]=[CH:23][N:24]=2)[N:15]=1.C([O-])([O-])=O.[K+].[K+]>CN(C=O)C>[F:13][C:14]1[N:15]=[C:16]([C:20]2[N:24]([CH2:2][C:3]3[C:8]([O:9][CH3:10])=[N:7][C:6]([O:11][CH3:12])=[CH:5][N:4]=3)[CH:23]=[CH:22][N:21]=2)[CH:17]=[CH:18][CH:19]=1 |f:2.3.4|. Procedure: A mixture of 2-chloromethyl-3,5-dimethoxy-pyrazine (115 mg, 0.61 mmol), 2-fluoro-6-(1H-imidazol-2-yl)-pyridine (98 mg, 0.60 mmol) and K2CO3 (250 mg, 1.81 mmol) in DMF (7 mL) is stirred at 45° C. for 16 hours. On cooling, the reaction is quenched with saturated NH4Cl (3 mL) and extracted with DCM (3×15 mL). The combined organic layers are dried and solvent removed. PTLC (silica gel) separation (10% MeOH in DCM) gives 123 mg of 2-[2-(6-fluoro-pyridin-2-yl)-imidazol-1-ylmethyl]-3,5-dimethoxy-pyrazi... Starting materials: B(Br)(Br)Br (Boron tribromide), C(=O)(O)[O-].[Na+] (NaHCO3), [Na+].[Cl-] (NaCl), O1N=CC2=C1C=CC=C2 (benzisoxazole), C(C)OC1=NOC2=C1C=CC(=C2)OC (3-ethoxy-6-methoxy-1,2-benzisoxazole). Run in CCCCCC.C(C)(=O)OCC (hexane ethyl acetate), O (water), ClCCl (dichloromethane). Run at time 8 hour. Product: C(C)OC1=NOC2=C1C=CC(=C2)O (3-ethoxy-6-hydroxy-1,2-benzisoxazole). As a reaction SMILES: B(Br)(Br)Br.O1C2C=CC=CC=2C=N1.[CH2:14]([O:16][C:17]1[C:21]2[CH:22]=[CH:23][C:24]([O:26]C)=[CH:25][C:20]=2[O:19][N:18]=1)[CH3:15].C([O-])(O)=O.[Na+].[Na+].[Cl-]>ClCCl.O.CCCCCC.C(OCC)(=O)C>[CH2:14]([O:16][C:17]1[C:21]2[CH:22]=[CH:23][C:24]([OH:26])=[CH:25][C:20]=2[O:19][N:18]=1)[CH3:15] |f:3.4,5.6,9.10|. Reported procedure: Boron tribromide (1.0M solution in dichloromethane; 1.39 ml, 1.39 mmol) was added to a stirred, −78° cooled solution of benzisoxazole from part (c) (179 mg, 928 μmol) in dichloromethane (4 ml) under an argon atmosphere. The reaction mixture was gradually warmed to room temperature over approx. 2 hours, and stirred overnight. Tlc (silica, 2:1 hexane/ethyl acetate) showed new polar material as well as unreacted starting material. The reaction was worked up by adding water (5 ml) and ice. The aqueo... Reported procedure: To a solution of 700 mg (2.6 mmol) 2-chloro-4-methyl-6-morpholino-pyridine-3-carboxylic acid methylester and 1.39 g (3.9 mmol) tributyl(3-methoxyprop-1-ynyl)stannane in dioxane (10 ml) was added 273 mg (0.39 mmol) PdCl2(PPh3)2. Then the reaction solution was heated at 100° C. for 16 h. After cooling to RT the mixture was filtered through celite and the filtrate was concentrated in vacuo. The residue was dissolved in EtOAc and washed with water. The organic layer was dried over Na2SO4 and concent... Product: COC(=O)C=1C(=NC(=CC1C)N1CCOCC1)C#CCOC (2-(3-methoxyprop-1-ynyl)-4-methyl-6-morpholino-pyridine-3-carboxylic acid methylester). Reaction conditions: temperature 100 celsius. Reagents/catalysts: Cl[Pd]([P](C1=CC=CC=C1)(C2=CC=CC=C2)C3=CC=CC=C3)([P](C4=CC=CC=C4)(C5=CC=CC=C5)C6=CC=CC=C6)Cl (PdCl2(PPh3)2). The yield is 63.1%. Reaction SMILES: [CH3:1][O:2][C:3]([C:5]1[C:6](Cl)=[N:7][C:8]([N:12]2[CH2:17][CH2:16][O:15][CH2:14][CH2:13]2)=[CH:9][C:10]=1[CH3:11])=[O:4].C([Sn](CCCC)(CCCC)[C:24]#[C:25][CH2:26][O:27][CH3:28])CCC>O1CCOCC1.Cl[Pd](Cl)([P](C1C=CC=CC=1)(C1C=CC=CC=1)C1C=CC=CC=1)[P](C1C=CC=CC=1)(C1C=CC=CC=1)C1C=CC=CC=1>[CH3:1][O:2][C:3]([C:5]1[C:6]([C:24]#[C:25][CH2:26][O:27][CH3:28])=[N:7][C:8]([N:12]2[CH2:17][CH2:16][O:15][CH2:14][CH2:13]2)=[CH:9][C:10]=1[CH3:11])=[O:4] |^1:45,64|. The reactants are COC(=O)C=1C(=NC(=CC1C)N1CCOCC1)Cl (2-chloro-4-methyl-6-morpholino-pyridine-3-carboxylic acid methylester), C(CCC)[Sn](C#CCOC)(CCCC)CCCC (tributyl(3-methoxyprop-1-ynyl)stannane). The solvent is O1CCOCC1 (dioxane). Reactants: COC1=CC=2NC3=CC=CC=C3SC2C=C1 (2-methoxyphenothiazine), O.C1(=CC=C(C=C1)C(=O)[C@]([C@](C(=O)O)(O)C(=O)C1=CC=C(C=C1)C)(O)C(=O)O)C ((-)-di(p-toluoyl)-L-tartaric acid monohydrate). The solvent is C(C)O (ethanol). Run at temperature 60 celsius, time 1 hour. Yields the product C1(=CC=C(C=C1)C(=O)C(C(C(=O)O)(O)C(=O)C1=CC=C(C=C1)C)(O)C(=O)O)C ((-)-di(p-toluoyl)tartaric acid). Isolated yield 134.5%. RXN SMILES: COC1C=CC2SC3C(=CC=CC=3)NC=2C=1.O.[C:18]1([CH3:45])[CH:23]=[CH:22][C:21]([C:24]([C@@:26]([C:42]([OH:44])=[O:43])([OH:41])[C@@:27]([C:32]([C:34]2[CH:39]=[CH:38][C:37]([CH3:40])=[CH:36][CH:35]=2)=[O:33])([OH:31])[C:28]([OH:30])=[O:29])=[O:25])=[CH:20][CH:19]=1>C(O)C>[C:18]1([CH3:45])[CH:23]=[CH:22][C:21]([C:24]([C:26]([C:42]([OH:44])=[O:43])([OH:41])[C:27]([C:32]([C:34]2[CH:35]=[CH:36][C:37]([CH3:40])=[CH:38][CH:39]=2)=[O:33])([OH:31])[C:28]([OH:30])=[O:29])=[O:25])=[CH:20][CH:19]=1 |f:1.2|. Procedure: (±)-10-(3 Dimethy]amino-2-methylpropyl)-2-methoxyphenothiazine (16.5 g; 0.05 mole), (-)-di(p-toluoyl)-L-tartaric acid monohydrate (10.15 g; 0.025 mole) and ethanol (75 cc) are introduced into a 250-cc three-necked round-bottomed flask equipped with a mechanical stirrer, a condenser and a nitrogen inlet. The stirred mixture is heated to 60° C. until a homogeneous solution is obtained. The mixture is cooled to 50° C. and crystallization is then seeded by adding a few crystals of the neutral salt o...